This data is from the Open Reaction Database (ORD), a public repository of structured organic reaction records. The task is: describe an organic reaction: reactants, conditions, products, and yield Starting materials: NC=1C=C(C2=CC=CC=C2C1)OC (3-amino-1-methoxynaphthalene), S(O)(O)(=O)=O (sulfuric acid), amine, N(=O)[O-].[Na+] (sodium nitrite), C1=CC=CC2=CC=CC=C12 (naphthalene), [I-].[K+] (potassium iodide), II (iodine). Run in C(Cl)Cl (methylene chloride), O (water), O (water). Conditions: temperature 0 celsius, time 1 hour. The product is IC=1C=C(C2=CC=CC=C2C1)OC (3-iodo-1-methoxynaphthalene). Isolated yield 18.3%. Reaction SMILES: N[C:2]1[CH:3]=[C:4]([O:12][CH3:13])[C:5]2[C:10]([CH:11]=1)=[CH:9][CH:8]=[CH:7][CH:6]=2.S(=O)(=O)(O)O.C1C2C(=CC=CC=2)C=CC=1.N([O-])=O.[Na+].[I-:33].[K+].II>O.C(Cl)Cl>[I:33][C:2]1[CH:3]=[C:4]([O:12][CH3:13])[C:5]2[C:10]([CH:11]=1)=[CH:9][CH:8]=[CH:7][CH:6]=2 |f:3.4,5.6|. Procedure: 50 g of 3-amino-1-methoxynaphthalene was added to 750 mL of 6 N sulfuric acid. The mixture was heated to dissolve the naphthalene and the resulting solution was cooled to 0° C. To the resulting slurry of amine hydrosulfate salt at 0° C. was added a solution of 20 g of sodium nitrite in 30 mL of water. The resulting mixture stirred at 0° C. for 1 hour and was then poured into a solution of 100 g of potassium iodide and 20 g of iodine in 400 mL water. After stirring for 1 hour at room temperature,... Reactants: Fc1cc(F)ncn1, Cc1nc(I)c(C)[nH]1. Product: Cc1nc(I)c(C)n1-c1cc(F)ncn1. Reaction SMILES: [F:9][c:10]1[n:11][cH:12][n:13][c:14]([F:16])[cH:15]1.[I:1][c:2]1[n:3][c:4]([CH3:8])[nH:5][c:6]1[CH3:7]>>[I:1][c:2]1[n:3][c:4]([CH3:8])[n:5](-[c:14]2[n:13][cH:12][n:11][c:10]([F:9])[cH:15]2)[c:6]1[CH3:7]. Starting materials: O=C([O-])[O-], CCOC(=O)C(C)(O)Cc1ccc(OCCC2CN(Cc3ccc(OC)cc3)C(=O)N2C)cc1, Cc1ccc(S(=O)(=O)OCCC2CN(Cc3ccc(C(F)(F)F)cc3)C(=O)N2C)cc1, CCOC(C)=O, [Cs+], [Cs+], CN(C)C=O. The product is CCOC(=O)C(C)(O)Cc1ccc(OCCC2CN(Cc3ccc(C(F)(F)F)cc3)C(=O)N2C)cc1. RXN SMILES: [C:1](=[O:2])([O-:3])[O-:4].[CH2:7]([CH3:8])[O:9][C:10]([C:11]([CH2:12][c:13]1[cH:14][cH:15][c:16]([O:19][CH2:20][CH2:21][CH:22]2[N:23]([CH3:37])[C:24](=[O:36])[N:25]([CH2:27][c:28]3[cH:29][cH:30][c:31]([O:34][CH3:35])[cH:32][cH:33]3)[CH2:26]2)[cH:17][cH:18]1)([CH3:38])[OH:39])=[O:40].[CH3:41][N:42]1[CH:43]([CH2:44][CH2:45][O:46][S:47]([c:48]2[cH:49][cH:50][c:51]([CH3:52])[cH:53][cH:54]2)(=[O:55])=[O:56])[CH2:57][N:58]([CH2:59][c:60]2[cH:61][cH:62][c:63]([C:67]([F:68])([F:69])[F:70])[cH:64][cH:65]2)[C:66]1=[O:71].[CH3:77][CH2:78][O:79][C:80](=[O:81])[CH3:82].[Cs+:5].[Cs+:6].[O:72]=[CH:73][N:74]([CH3:75])[CH3:76]>>[CH2:7]([CH3:8])[O:9][C:10]([C:11]([CH2:12][c:13]1[cH:14][cH:15][c:16]([O:19][CH2:20][CH2:21][CH:22]2[N:23]([CH3:37])[C:24](=[O:36])[N:25]([CH2:27][c:28]3[cH:29][cH:30][c:31]([C:67]([F:68])([F:69])[F:70])[cH:32][cH:33]3)[CH2:26]2)[cH:17][cH:18]1)([CH3:38])[OH:39])=[O:40]. The reactants are C(C)(C)(C)OC(=O)N(C1CCC2=C1C=C1C(N(C(=NC1=C2)C)COC(C(C)(C)C)=O)=O)C=2C=CC(=NC2)C(=O)OC (methyl 5-[N-(tert-butoxycarbonyl)-N-((6RS)-2-methyl-4-oxo-3-pivaloyloxymethyl-3,4,7,8-tetrahydro-6H-cyclopenta[g]quinazolin-6-yl)amino]pyridine-2-carboxylate). The solvent is FC(C(=O)O)(F)F (trifluoroacetic acid). Reaction conditions: time 1 hour. Yields the product CC1=NC2=CC3=C(C=C2C(N1COC(C(C)(C)C)=O)=O)C(CC3)NC=3C=CC(=NC3)C(=O)OC (Methyl 5-[N-((6RS)-2-methyl-4-oxo-3-pivaloyloxymethyl-3,4,7,8-tetrahydro-6H-cyclopenta[g]quinazolin-6-yl)amino]pyridine-2-carboxylate). RXN SMILES: C(OC([N:8]([C:32]1[CH:33]=[CH:34][C:35]([C:38]([O:40][CH3:41])=[O:39])=[N:36][CH:37]=1)[CH:9]1[C:13]2[CH:14]=[C:15]3[C:20](=[CH:21][C:12]=2[CH2:11][CH2:10]1)[N:19]=[C:18]([CH3:22])[N:17]([CH2:23][O:24][C:25](=[O:30])[C:26]([CH3:29])([CH3:28])[CH3:27])[C:16]3=[O:31])=O)(C)(C)C>FC(F)(F)C(O)=O>[CH3:22][C:18]1[N:17]([CH2:23][O:24][C:25](=[O:30])[C:26]([CH3:27])([CH3:28])[CH3:29])[C:16](=[O:31])[C:15]2[C:20](=[CH:21][C:12]3[CH2:11][CH2:10][CH:9]([NH:8][C:32]4[CH:33]=[CH:34][C:35]([C:38]([O:40][CH3:41])=[O:39])=[N:36][CH:37]=4)[C:13]=3[CH:14]=2)[N:19]=1. Procedure: A mixture of methyl 5-[N-(tert-butoxycarbonyl)-N-((6RS)-2-methyl-4-oxo-3-pivaloyloxymethyl-3,4,7,8-tetrahydro-6H-cyclopenta[g]quinazolin-6-yl)amino]pyridine-2-carboxylate (0.3 g) and trifluoroacetic acid (10 ml) was stirred at ambient temperature for 1 hour. The mixture was evaporated and the residue was partitioned between ethyl acetate and a saturated aqueous sodium bicarbonate solution. The organic phase was dried (MgSO4) and evaporated. The residue was purified by column chromatography using... The reactants are CN1C(=C2C(C1=O)=C(OC2=O)C2=CC=C(C=C2)Br)C2=CC=CC=C2 (5-Methyl-3-(p-bromophenyl)-6-phenylfuro[3,4-c]pyrrole-1,4-dione), NC1=CC=CC=C1 (aniline), C1CCC(CC1)N=C=NC2CCCCC2 (DCC). Reagents/catalysts: FC(C(=O)O)(F)F (trifluoroacetic acid). The solvent is C(Cl)Cl (DCM). Reaction conditions: time 144 hour. Product: CN1C(C2=C(N(C(C2=C1C1=CC=CC=C1)=O)C1=CC=CC=C1)C1=CC=C(C=C1)Br)=O (2-Methyl-5-phenyl-6-(p-Bromophenyl)-3-phenylpyrrolo[3,4-c]pyrrole-1,4-dione). Isolated yield 47.9%. As a reaction SMILES: [CH3:1][N:2]1[C:6](=[O:7])[C:5]2=[C:8]([C:12]3[CH:17]=[CH:16][C:15]([Br:18])=[CH:14][CH:13]=3)[O:9][C:10](=O)[C:4]2=[C:3]1[C:19]1[CH:24]=[CH:23][CH:22]=[CH:21][CH:20]=1.[NH2:25][C:26]1[CH:31]=[CH:30][CH:29]=[CH:28][CH:27]=1.C1CCC(N=C=NC2CCCCC2)CC1>FC(F)(F)C(O)=O.C(Cl)Cl>[CH3:1][N:2]1[C:3]([C:19]2[CH:24]=[CH:23][CH:22]=[CH:21][CH:20]=2)=[C:4]2[C:5](=[C:8]([C:12]3[CH:17]=[CH:16][C:15]([Br:18])=[CH:14][CH:13]=3)[N:25]([C:26]3[CH:31]=[CH:30][CH:29]=[CH:28][CH:27]=3)[C:10]2=[O:9])[C:6]1=[O:7]. Procedure: A mixture of furopyrrole 7 (300 mg, 0.79 mmol), aniline (146 mg, 1.57 mmol), DCC (323 mg, 1.57 mmol), trifluoroacetic acid (2-3 drops) and DCM was stirred at room temperature for 144 hours. The solvent was removed, and washing with methanol gave the pyrrolopyrrole 8 as a red solid (173 mg, 55%), m.p. 255-256° C. δH (CDCl3) 7.88-7.83 (2H, m, Ar—H), 7.49-7.43 (5H, m, Ar—H), 7.40-7.26 (5H, m, Ar—H), 7.12-7.07 (2H, m, Ar—H) and 3.35 (3H, s, NCH3) Starting materials: Ice water, CC=1NC2=C(N1)C=CC=C2 (2-Methylbenzimidazole), N1=C(Cl)N=C(Cl)N=C1Cl (cyanuric chloride), [H-].[Na+] (sodium hydride). The solvent is O1CCCC1 (tetrahydrofuran). Conditions: time 1 hour. The product is ClC1=NC(=NC(=N1)Cl)N1C(=NC2=C1C=CC=C2)C (1-(4,6-dichloro-[1,3,5]triazin-2-yl)-2-methylbenzimidazole). Yield: 24.5%. Reaction SMILES: [CH3:1][C:2]1[NH:3][C:4]2[CH:10]=[CH:9][CH:8]=[CH:7][C:5]=2[N:6]=1.[H-].[Na+].[N:13]1[C:20]([Cl:21])=[N:19][C:17](Cl)=[N:16][C:14]=1[Cl:15]>O1CCCC1>[Cl:15][C:14]1[N:13]=[C:20]([Cl:21])[N:19]=[C:17]([N:3]2[C:4]3[CH:10]=[CH:9][CH:8]=[CH:7][C:5]=3[N:6]=[C:2]2[CH3:1])[N:16]=1 |f:1.2|. Procedure: 2-Methylbenzimidazole (5.0 g) was dissolved in tetrahydrofuran (50 ml), and sodium hydride (60% purity, oily) (1.6 g) was added thereto at room temperature. After stirring for 1 hour, cyanuric chloride (7.0 g) was added at room temperature, followed by stirring for 3 hours. Ice water was added, followed by extraction with ethyl acetate, washing with a saturated sodium chloride aqueous solution and drying over anhydrous magnesium sulfate. The solvent was distilled off, and the residue was purifie...